From a dataset of the Open Reaction Database (ORD), a public repository of structured organic reaction records. describe an organic reaction: reactants, conditions, products, and yield Starting materials: COCCOCCOCCOCCOCCOCCO (2,5,8,11,14,17-hexaoxanonadecan-19-ol), N1=CC=CC=C1 (pyridine), ClC(=O)OCCl (chloromethyl chloroformate). Run in C(Cl)Cl (methylene chloride). The product is C(OCCl)(OCCOCCOCCOCCOCCOCCOC)=O (chloromethyl 2,5,8,11,14,17-hexaoxanonadecan-19-yl carbonate). As a reaction SMILES: Cl[C:2]([O:4][CH2:5][Cl:6])=[O:3].[CH3:7][O:8][CH2:9][CH2:10][O:11][CH2:12][CH2:13][O:14][CH2:15][CH2:16][O:17][CH2:18][CH2:19][O:20][CH2:21][CH2:22][O:23][CH2:24][CH2:25][OH:26].N1C=CC=CC=1>C(Cl)Cl>[C:2](=[O:3])([O:26][CH2:25][CH2:24][O:23][CH2:22][CH2:21][O:20][CH2:19][CH2:18][O:17][CH2:16][CH2:15][O:14][CH2:13][CH2:12][O:11][CH2:10][CH2:9][O:8][CH3:7])[O:4][CH2:5][Cl:6]. Procedure details: In a manner similar to the method described in Example 3, chloromethyl chloroformate (Aldrich) was reacted with 2,5,8,11,14,17-hexaoxanonadecan-19-ol (TCI) and pyridine in methylene chloride at −78° C. for 3 h to give chloromethyl 2,5,8,11,14,17-hexaoxanonadecan-19-yl carbonate. This material was then reacted with chiral 4-((2R,3S,4R,5S)-3-(3-chloro-2-fluorophenyl)-4-(4-chloro-2-fluorophenyl)-4-cyano-5-neopentylpyrrolidine-2-carboxamido)-3-methoxybenzoic acid in the presence of cesium carbonate ... Reactants: NC1=C2N(C(C(=C1NC1=C(C=C(C=C1)I)F)C)=O)CCO2 (8-amino-7-(2-fluoro-4-iodo-phenylamino)-6-methyl-2,3-dihydro-oxazolo[3,2-a]pyridin-5-one), C(C1=CC=CC=C1)OCC1C(C1)S(=O)(=O)Cl (2-benzyloxymethyl-cyclopropanesulfonyl chloride). Run in N1=CC=CC=C1 (pyridine). The product is FC1=C(C=CC(=C1)I)NC=1C(=C2N(C(C1C)=O)CCO2)NS(=O)(=O)C2C(C2)COCC2=CC=CC=C2 (2-Benzyloxymethyl-cyclopropanesulfonic acid [7-(2-fluoro-4-iodo-phenylamino)-6-methyl-5-oxo-2,3-dihydro-5H-oxazolo[3,2-a]pyridin-8-yl]-amide). The yield is 40.8%. RXN SMILES: [NH2:1][C:2]1[C:7]([NH:8][C:9]2[CH:14]=[CH:13][C:12]([I:15])=[CH:11][C:10]=2[F:16])=[C:6]([CH3:17])[C:5](=[O:18])[N:4]2[CH2:19][CH2:20][O:21][C:3]=12.[CH2:22]([O:29][CH2:30][CH:31]1[CH2:33][CH:32]1[S:34](Cl)(=[O:36])=[O:35])[C:23]1[CH:28]=[CH:27][CH:26]=[CH:25][CH:24]=1>N1C=CC=CC=1>[F:16][C:10]1[CH:11]=[C:12]([I:15])[CH:13]=[CH:14][C:9]=1[NH:8][C:7]1[C:2]([NH:1][S:34]([CH:32]2[CH2:33][CH:31]2[CH2:30][O:29][CH2:22][C:23]2[CH:28]=[CH:27][CH:26]=[CH:25][CH:24]=2)(=[O:36])=[O:35])=[C:3]2[O:21][CH2:20][CH2:19][N:4]2[C:5](=[O:18])[C:6]=1[CH3:17]. Reported procedure: Using the same reaction conditions and workup as described for the preparation of Example 7A, 8-amino-7-(2-fluoro-4-iodo-phenylamino)-6-methyl-2,3-dihydro-oxazolo[3,2-a]pyridin-5-one (I-7f: 0.08 g, 0.0002 mol) in dry pyridine (2 ml) was reacted with 2-benzyloxymethyl-cyclopropanesulfonyl chloride (57 mg, 0.0002 mol) to afford the crude product. Purification by column chromatography on silica gel (2% MeOH in DCM) afforded 51 mg of the product (21% yield). Reactants: CC(=O)O, NC(=C1Sc2ccccc2C1=O)c1ccccc1, [Na+], [Na+], OO, O=S([O-])[O-]. The product is NC(=C1C(=O)c2ccccc2S1=O)c1ccccc1. As a reaction SMILES: [CH3:27][C:28](=[O:29])[OH:30].[NH2:1][C:2](=[C:3]1[C:4](=[O:12])[c:5]2[c:6]([cH:8][cH:9][cH:10][cH:11]2)[S:7]1)[c:13]1[cH:14][cH:15][cH:16][cH:17][cH:18]1.[Na+:25].[Na+:26].[OH:19][OH:20].[S:21](=[O:22])([O-:23])[O-:24]>>[NH2:1][C:2](=[C:3]1[C:4](=[O:12])[c:5]2[c:6]([cH:8][cH:9][cH:10][cH:11]2)[S:7]1=[O:22])[c:13]1[cH:14][cH:15][cH:16][cH:17][cH:18]1. Starting materials: Cc1c(SCc2ccc(C(C)(C)C)cc2)oc2cccc(OC(C)(C)C)c2c1=O, ClCCl, O=C(O)C(F)(F)F. Yields the product Cc1c(SCc2ccc(C(C)(C)C)cc2)oc2cccc(O)c2c1=O. RXN SMILES: [C:1]([CH3:2])([CH3:3])([CH3:4])[c:5]1[cH:6][cH:7][c:8]([CH2:9][S:10][c:11]2[o:12][c:13]3[cH:14][cH:15][cH:16][c:17]([O:23][C:24]([CH3:25])([CH3:26])[CH3:27])[c:18]3[c:19](=[O:22])[c:20]2[CH3:21])[cH:28][cH:29]1.[Cl:37][CH2:38][Cl:39].[OH:30][C:31]([C:32]([F:33])([F:34])[F:35])=[O:36]>>[C:1]([CH3:2])([CH3:3])([CH3:4])[c:5]1[cH:6][cH:7][c:8]([CH2:9][S:10][c:11]2[o:12][c:13]3[cH:14][cH:15][cH:16][c:17]([OH:23])[c:18]3[c:19](=[O:22])[c:20]2[CH3:21])[cH:28][cH:29]1. The reactants are O=C([O-])C(=O)[O-], CS(C)=O, CC(=O)c1ccc(F)cc1, [H-], [Na+], [Na], O, OC1CCNCC1. The product is O=C(O)C(=O)O, CC(=O)c1ccc(OC2CCNCC2)cc1. RXN SMILES: [C:21]([C:22](=[O:23])[O-:24])(=[O:25])[O-:26].[CH3:28][S:29]([CH3:30])=[O:31].[F:11][c:12]1[cH:13][cH:14][c:15]([C:18]([CH3:19])=[O:20])[cH:16][cH:17]1.[H-:3].[Na+:2].[Na:1].[OH2:27].[OH:4][CH:5]1[CH2:6][CH2:7][NH:8][CH2:9][CH2:10]1>>[C:21]([C:22](=[O:23])[OH:24])(=[O:25])[OH:26].[O:4]([CH:5]1[CH2:6][CH2:7][NH:8][CH2:9][CH2:10]1)[c:12]1[cH:13][cH:14][c:15]([C:18]([CH3:19])=[O:20])[cH:16][cH:17]1.